Dataset: the Open Reaction Database (ORD), a public repository of structured organic reaction records. Task: describe an organic reaction: reactants, conditions, products, and yield The reactants are C1NCC2=CC=CC=C12 (Isoindoline), CN(C=O)C (N,N-dimethylformamide), FC1=C(C=C(C=C1)C(F)(F)F)[N+](=O)[O-] (1-fluoro-2-nitro-4-(trifluoromethyl)benzene). Solvent: O (Water). Run at time 2 hour. Yields the product [N+](=O)([O-])C1=C(C=CC(=C1)C(F)(F)F)N1CC2=CC=CC=C2C1 (2-[2-nitro-4-(trifluoromethyl)phenyl]isoindoline). RXN SMILES: [CH2:1]1[C:9]2[C:4](=[CH:5][CH:6]=[CH:7][CH:8]=2)[CH2:3][NH:2]1.CN(C)C=O.F[C:16]1[CH:21]=[CH:20][C:19]([C:22]([F:25])([F:24])[F:23])=[CH:18][C:17]=1[N+:26]([O-:28])=[O:27]>O>[N+:26]([C:17]1[CH:18]=[C:19]([C:22]([F:23])([F:24])[F:25])[CH:20]=[CH:21][C:16]=1[N:2]1[CH2:3][C:4]2[C:9](=[CH:8][CH:7]=[CH:6][CH:5]=2)[CH2:1]1)([O-:28])=[O:27]. Reported procedure: Isoindoline (679 μl, 5.98 mmol, commercially available product) was added at 0° C. to an N,N-dimethylformamide (DMF; 2 ml) solution of 1-fluoro-2-nitro-4-(trifluoromethyl)benzene (508 mg, 2.43 mmol, commercially available product). The resulting mixture was warmed to room temperature and stirred for two hours. Water was added to the mixture, and the resulting mixture was extracted three times with ethyl acetate. The obtained organic layer was washed with a saturated sodium chloride solution, dri... Reactants: C1(CC1)N(C(=O)NC1CCC2C1N(C=1C=CC(=CC21)O)C)C (3-(N-Cyclopropyl-N-methylaminocarbonyl)amino-1,2,3,3a,4,8b-hexahydro-4-methylcyclopent[b]indol-7-ol), solid, CCOCC (Et2O), Cl (hydrogen chloride). Solvent: CCOCC.CCO (Et2O EtOH). Yields the product Cl.C1(CC1)N(C(=O)NC1CCC2C1N(C=1C=CC(=CC21)O)C)C (3-(N-Cyclopropyl-N-methylamino-carbonyl)amino-1,2,3,3a,4,8b-hexahydro-4-methylcyclopent[b]indol-7-ol hydrochloride). RXN SMILES: [CH:1]1([N:4]([CH3:22])[C:5]([NH:7][CH:8]2[CH:12]3[N:13]([CH3:21])[C:14]4[CH:15]=[CH:16][C:17]([OH:20])=[CH:18][C:19]=4[CH:11]3[CH2:10][CH2:9]2)=[O:6])[CH2:3][CH2:2]1.[ClH:23].CCOCC>CCOCC.CCO>[ClH:23].[CH:1]1([N:4]([CH3:22])[C:5]([NH:7][CH:8]2[CH:12]3[N:13]([CH3:21])[C:14]4[CH:15]=[CH:16][C:17]([OH:20])=[CH:18][C:19]=4[CH:11]3[CH2:10][CH2:9]2)=[O:6])[CH2:2][CH2:3]1 |f:3.4,5.6|. Reported procedure: 3-(N-Cyclopropyl)amino-1,2,3,3a,4,8b-hexahydro-4-methylcyclopent[b]indol-7-ol (8.8 g) was dissolved in CH2Cl2 (400 ml) along with triethylamine (4.4 g). The solution was cooled to 0° C. and stirred under N2. Benzyl chloroformate (6.1 g) dissolved in CH2Cl2 (50 ml) was added slowly to the first solution. The reaction was monitored by thin layer chromatography while adding an additional equivalent (6.1 g) of the chloroformate until the reaction was complete. The solution was warmed to room tempera... Reactants: ClC=1C=CC(=C(C(=O)NC=2SC3=C(N2)C(OC3(C)C)(C)C)C1)OC (5-chloro-2-methoxy-N-(4,4,6,6-tetramethyl-4,6-dihydrofuro[3,4-d][1,3]thiazol-2-yl)benzamide), CC(C)([O-])C.[K+] (potassium t-butoxide), BrCC1=C(C=C(C=C1)F)F (1-(bromomethyl)-2,4-difluorobenzene). The solvent is CN(C=O)C.O1CCCC1 (N,N-dimethylformamide tetrahydrofuran), C(C)(=O)OCC (ethyl acetate). Conditions: temperature 80 celsius, time 8 hour. Product: ClC=1C=CC(=C(C(=O)\N=C\2/SC3=C(N2CC2=C(C=C(C=C2)F)F)C(OC3(C)C)(C)C)C1)OC (5-chloro-N-[(2Z)-3-(2,4-difluorobenzyl)-4,4,6,6-tetramethyl-4,6-dihydrofuro[3,4-d][1,3]thiazol-2(3H)-ylidene]-2-methoxybenzamide). Yield: 5.1%. Reaction SMILES: [Cl:1][C:2]1[CH:3]=[CH:4][C:5]([O:23][CH3:24])=[C:6]([CH:22]=1)[C:7]([NH:9][C:10]1[S:11][C:12]2[C:17]([CH3:19])([CH3:18])[O:16][C:15]([CH3:21])([CH3:20])[C:13]=2[N:14]=1)=[O:8].CC(C)([O-])C.[K+].Br[CH2:32][C:33]1[CH:38]=[CH:37][C:36]([F:39])=[CH:35][C:34]=1[F:40]>CN(C)C=O.O1CCCC1.C(OCC)(=O)C>[Cl:1][C:2]1[CH:3]=[CH:4][C:5]([O:23][CH3:24])=[C:6]([CH:22]=1)[C:7](/[N:9]=[C:10]1\[S:11][C:12]2[C:17]([CH3:18])([CH3:19])[O:16][C:15]([CH3:20])([CH3:21])[C:13]=2[N:14]\1[CH2:32][C:33]1[CH:38]=[CH:37][C:36]([F:39])=[CH:35][C:34]=1[F:40])=[O:8] |f:1.2,4.5|. Procedure: To a solution of Example 2A (0.3 g, 0.8 mmol) in N,N-dimethylformamide/tetrahydrofuran (1:4, 10 mL) were added potassium t-butoxide (0.11 g, 1.0 mmol) and 1-(bromomethyl)-2,4-difluorobenzene (Aldrich) (0.21 g, 1.0 mmol). The reaction was stirred at 80° C. overnight and then diluted with ethyl acetate (10 mL). The mixture was washed with 1M NaHCO3 and this aqueous layer was extracted with ethyl acetate (2×20 mL). The combined organic extracts were dried (Na2SO4), filtered and concentrated. The re... Starting materials: N1=CC=CC2=CC(=CC=C12)C(=O)O (quinoline-6-carboxylic acid), NC=1C=C(C=CC1Cl)NC(C1=CC=C(C=C1)C#N)=O (N-(3-amino-4-chlorophenyl)-4-cyanobenzamide). The product is ClC1=C(C=C(C=C1)NC(C1=CC=C(C=C1)C#N)=O)NC(=O)C=1C=C2C=CC=NC2=CC1 (N-[2-chloro-5-(4-cyanobenzamido)phenyl]quinoline-6-carboxamide). The yield is 18.0%. As a reaction SMILES: [N:1]1[C:10]2[C:5](=[CH:6][C:7]([C:11]([OH:13])=O)=[CH:8][CH:9]=2)[CH:4]=[CH:3][CH:2]=1.[NH2:14][C:15]1[CH:16]=[C:17]([NH:22][C:23](=[O:32])[C:24]2[CH:29]=[CH:28][C:27]([C:30]#[N:31])=[CH:26][CH:25]=2)[CH:18]=[CH:19][C:20]=1[Cl:21]>>[Cl:21][C:20]1[CH:19]=[CH:18][C:17]([NH:22][C:23](=[O:32])[C:24]2[CH:29]=[CH:28][C:27]([C:30]#[N:31])=[CH:26][CH:25]=2)=[CH:16][C:15]=1[NH:14][C:11]([C:7]1[CH:6]=[C:5]2[C:10](=[CH:9][CH:8]=1)[N:1]=[CH:2][CH:3]=[CH:4]2)=[O:13]. Reported procedure: Using an analogous procedure to that described in Example 3, quinoline-6-carboxylic acid was reacted with N-(3-amino-4-chlorophenyl)-4-cyanobenzamide. The crude reaction product was purified by column chromatography on silica using a 97:3 mixture of methylene chloride and methanol as eluent. There was thus obtained the title compound in 18% yield; NMR Spectrum: (DMSOd6) 7.58 (d, 1H), 7.62 (m, 1H), 7.77 (m, 1H), 8.01 (d, 2H), 8.12 (t, 4H), 8.28 (d, 2H), 8.56 (d, 1H), 8.67 (s, 1H), 9.01 (d, 1H), 1...